The task is: describe an organic reaction: reactants, conditions, products, and yield. This data is from the Open Reaction Database (ORD), a public repository of structured organic reaction records. Reactants: [H-].[Na+] (sodium hydride), C(=S)=S (Carbon disulfide), CI (Methyl iodide), C(C=C)OC(=O)N1C[C@@H](C[C@H]1C(O)C1=CN2C(S1)=CN=C2Cl)O[Si](C)(C)C(C)(C)C ((3R,5S)-1-Allyloxycarbonyl-3-t-butyldimethylsilyloxy-5-[1-(5-chloroimidazo[5,1-b]thiazol-2-yl)-1-hydroxymethyl]pyrrolidine), N1C=NC=C1 (imidazole). Solvent: C(C)(=O)OCC (ethyl acetate), C1CCOC1 (THF). Reaction conditions: time 20 minute. The product is C(C=C)OC(=O)N1C[C@@H](C[C@H]1C(OC(=S)SC)C1=CN2C(S1)=CN=C2Cl)O[Si](C)(C)C(C)(C)C ((3R,5S)-1-allyloxycarbonyl-3-t-butyldimethylsilyloxy-5-[1-(5-chloroimidazo[5,1-b]thiazol-2-yl)-1-(methylthiothiocarbonyloxy)methyl]pyrrolidine). Reaction SMILES: [CH2:1]([O:4][C:5]([N:7]1[C@H:11]([CH:12]([C:14]2[S:18][C:17]3=[CH:19][N:20]=[C:21]([Cl:22])[N:16]3[CH:15]=2)[OH:13])[CH2:10][C@@H:9]([O:23][Si:24]([C:27]([CH3:30])([CH3:29])[CH3:28])([CH3:26])[CH3:25])[CH2:8]1)=[O:6])[CH:2]=[CH2:3].N1C=CN=C1.[H-].[Na+].[CH3:38]I.[C:40](=[S:42])=[S:41]>C1COCC1.C(OCC)(=O)C>[CH2:1]([O:4][C:5]([N:7]1[C@H:11]([CH:12]([C:14]2[S:18][C:17]3=[CH:19][N:20]=[C:21]([Cl:22])[N:16]3[CH:15]=2)[O:13][C:40]([S:42][CH3:38])=[S:41])[CH2:10][C@@H:9]([O:23][Si:24]([C:27]([CH3:30])([CH3:29])[CH3:28])([CH3:25])[CH3:26])[CH2:8]1)=[O:6])[CH:2]=[CH2:3] |f:2.3|. Reported procedure: (3R,5S)-1-Allyloxycarbonyl-3-t-butyldimethylsilyloxy-5-[1-(5-chloroimidazo[5,1-b]thiazol-2-yl)-1-hydroxymethyl]pyrrolidine (a diastereomer mixture) (2.300 g) and 3.3 mg of imidazole are dissolved in 24.5 ml of anhydrous THF. Carbon disulfide (0.44 ml) and 292 mg of 60% sodium hydride are successively added to the solution in an argon atmosphere on ice bath, and the mixture is stirred in this state for 20 min. Methyl iodide (0.32 ml) is added dropwise thereto, and the mixture is stirred in this s...